This data is from the Open Reaction Database (ORD), a public repository of structured organic reaction records. The task is: describe an organic reaction: reactants, conditions, products, and yield Starting materials: C(C)(=O)O (acetic acid), C1(=CC=CC=C1)SCSC1=CC=CC=C1 (bis(phenylthio)methane), aqueous solution, OO (hydrogen peroxide), C([O-])([O-])=O.[K+].[K+] (potassium carbonate). Solvent: C(Cl)Cl (methylene chloride), O (water). Reaction conditions: time 1 hour. Yields the product C1(=CC=CC=C1)SCS(=O)C1=CC=CC=C1 (phenyl phenylthiomethyl sulfoxide). Isolated yield 96.6%. RXN SMILES: C(O)(=[O:3])C.[C:5]1([S:11][CH2:12][S:13][C:14]2[CH:19]=[CH:18][CH:17]=[CH:16][CH:15]=2)[CH:10]=[CH:9][CH:8]=[CH:7][CH:6]=1.OO.C(=O)([O-])[O-].[K+].[K+]>O.C(Cl)Cl>[C:14]1([S:13][CH2:12][S:11]([C:5]2[CH:6]=[CH:7][CH:8]=[CH:9][CH:10]=2)=[O:3])[CH:19]=[CH:18][CH:17]=[CH:16][CH:15]=1 |f:3.4.5|. Procedure details: 5 ml of acetic acid was added to 1.538 g of bis(phenylthio)methane, 0.75 ml of an aqueous solution of hydrogen peroxide (concentration: 30%) was added thereto, and then the mixture was stirred for 1 hour at room temperature. After 100 ml of methylene chloride, 6 g of potassium carbonate and a small amount of water were thereto, the resultant mixture was dried with anhydrous sodium sulfate. The product was concentrated under reduced pressure, and then the leavings were separated by means of colum... The product is Nc1ncnc(Cl)c1N. Reactants: CO, Nc1c(Cl)ncnc1Cl, N. As a reaction SMILES: [CH3:11][OH:12].[Cl:2][c:3]1[n:4][cH:5][n:6][c:7]([Cl:10])[c:8]1[NH2:9].[NH3:1]>>[NH2:1][c:7]1[n:6][cH:5][n:4][c:3]([Cl:2])[c:8]1[NH2:9]. Reactants: O\N=C(/C(=O)OCC)\C(C)=O (Ethyl (Z)-2-(hydroxyimino)-3-oxobutyrate), O1CCC(CC1)O (tetrahydro-4H-pyran-4-ol). Yields the product O1CCC(CC1)O\N=C(/C(=O)OCC)\C(C)=O (Ethyl (Z)-2-(tetrahydro-4H-pyran-4-yloxyimino)-3-oxobutyrate). Isolated yield 37.0%. Reaction SMILES: [OH:1]/[N:2]=[C:3](/[C:9](=[O:11])[CH3:10])\[C:4]([O:6][CH2:7][CH3:8])=[O:5].[O:12]1[CH2:17][CH2:16][CH:15](O)[CH2:14][CH2:13]1>>[O:12]1[CH2:17][CH2:16][CH:15]([O:1]/[N:2]=[C:3](/[C:9](=[O:11])[CH3:10])\[C:4]([O:6][CH2:7][CH3:8])=[O:5])[CH2:14][CH2:13]1. Reported procedure: Ethyl (Z)-2-(hydroxyimino)-3-oxobutyrate (3.0 g) was reacted with tetrahydro-4H-pyran-4-ol as described in Example 4a, Method 3, to give the title compound as a colourless liquid (1.69 g, 37%). νmax (film) 2950, 1740, 1695 cm-1. δH (CDCl3) 1.34 (3H, t), 1.82 (2H, m), 2.03 (2H, m), 2.40 (3H, s), 3.57 (2H, m), 3.91 (2H, m), 4.37 (2H, q), 4.54 (1H, m). Yields the product CCCN(CC1CC1)c1c(S(C)=O)nc2c(-c3ccc(OC)cc3Cl)nccn12. The reactants are O=C([O-])O, CCCN(CC1CC1)c1c(SC)nc2c(-c3ccc(OC)cc3Cl)nccn12, O=C(OO)c1cccc(Cl)c1, ClCCl, [Na+], [Na+], [Na+], O=S([O-])([O-])=S. As a reaction SMILES: [C:47](=[O:48])([OH:49])[O-:50].[Cl:12][c:13]1[c:14](-[c:21]2[c:22]3[n:23]([cH:24][cH:25][n:26]2)[c:27]([N:32]([CH2:33][CH2:34][CH3:35])[CH2:36][CH:37]2[CH2:38][CH2:39]2)[c:28]([S:30][CH3:31])[n:29]3)[cH:15][cH:16][c:17]([O:19][CH3:20])[cH:18]1.[Cl:1][c:2]1[cH:3][cH:4][cH:5][c:6]([C:7]([O:8][OH:10])=[O:9])[cH:11]1.[Cl:52][CH2:53][Cl:54].[Na+:45].[Na+:46].[Na+:51].[S:40]([O-:41])([O-:42])(=[O:43])=[S:44]>>[O:9]=[S:30]([c:28]1[c:27]([N:32]([CH2:33][CH2:34][CH3:35])[CH2:36][CH:37]2[CH2:38][CH2:39]2)[n:23]2[c:22]([c:21](-[c:14]3[c:13]([Cl:12])[cH:18][c:17]([O:19][CH3:20])[cH:16][cH:15]3)[n:26][cH:25][cH:24]2)[n:29]1)[CH3:31]. The reactants are C1CCOC1, CCc1ccccc1, C1CCOC1, CC(C)[N-]C(C)C, CCCCCCC, COc1ccncc1, CC(C)[Si](Cl)(C(C)C)C(C)C, [Li+], O. Product: COc1ccncc1[Si](C(C)C)(C(C)C)C(C)C. RXN SMILES: [CH2:24]1[O:25][CH2:26][CH2:27][CH2:28]1.[CH2:29]([c:30]1[cH:31][cH:32][cH:33][cH:34][cH:35]1)[CH3:36].[CH2:48]1[O:49][CH2:50][CH2:51][CH2:52]1.[CH3:10][CH:11]([N-:12][CH:13]([CH3:14])[CH3:15])[CH3:16].[CH3:17][CH2:18][CH2:19][CH2:20][CH2:21][CH2:22][CH3:23].[CH3:1][O:2][c:3]1[cH:4][cH:5][n:6][cH:7][cH:8]1.[CH:37]([CH3:38])([CH3:39])[Si:40]([CH:41]([CH3:42])[CH3:43])([CH:44]([CH3:45])[CH3:46])[Cl:47].[Li+:9].[OH2:53]>>[CH3:1][O:2][c:3]1[c:4]([Si:40]([CH:37]([CH3:38])[CH3:39])([CH:41]([CH3:42])[CH3:43])[CH:44]([CH3:45])[CH3:46])[cH:5][n:6][cH:7][cH:8]1. Reactants: ClCCl, O=C(O)CNC(=O)c1nc(Sc2ccccc2)c2ccccc2c1O, O=C(OO)c1cccc(Cl)c1. Product: O=C(O)CNC(=O)c1nc(S(=O)c2ccccc2)c2ccccc2c1O. Reaction SMILES: [Cl:37][CH2:38][Cl:39].[OH:1][c:2]1[c:3]([C:19](=[O:20])[NH:21][CH2:22][C:23](=[O:24])[OH:25])[n:4][c:5]([S:12][c:13]2[cH:14][cH:15][cH:16][cH:17][cH:18]2)[c:6]2[cH:7][cH:8][cH:9][cH:10][c:11]12.[OH:26][O:27][C:28]([c:29]1[cH:30][c:31]([Cl:32])[cH:33][cH:34][cH:35]1)=[O:36]>>[OH:1][c:2]1[c:3]([C:19](=[O:20])[NH:21][CH2:22][C:23](=[O:24])[OH:25])[n:4][c:5]([S:12]([c:13]2[cH:14][cH:15][cH:16][cH:17][cH:18]2)=[O:26])[c:6]2[cH:7][cH:8][cH:9][cH:10][c:11]12.